Task: describe an organic reaction: reactants, conditions, products, and yield. Dataset: the Open Reaction Database (ORD), a public repository of structured organic reaction records Reactants: N#CN1c2ccccc2CCc2ccccc21, [O-]Cl, ClCCl, [Na+], [Na+], O=S(=O)([O-])O. Yields the product N#CN1c2ccccc2CC(=O)c2ccccc21. Reaction SMILES: [C:1](#[N:2])[N:3]1[c:4]2[c:5]([cH:14][cH:15][cH:16][cH:17]2)[CH2:6][CH2:7][c:8]2[c:9]1[cH:10][cH:11][cH:12][cH:13]2.[Cl:18][O-:19].[Cl:27][CH2:28][Cl:29].[Na+:20].[Na+:26].[S:21]([O-:22])(=[O:23])(=[O:24])[OH:25]>>[C:1](#[N:2])[N:3]1[c:4]2[c:5]([cH:14][cH:15][cH:16][cH:17]2)[C:6](=[O:22])[CH2:7][c:8]2[c:9]1[cH:10][cH:11][cH:12][cH:13]2. Reactants: C[C@]12CC[C@H]3[C@H]([C@@H]1CCC2=O)CC=C4[C@@]3(CC[C@@H](C4)O)C (dehydroepiandrosterone), C(C)(=O)[O-].[Na+] (sodium acetate), Cl.C(C)OC([C@@H](N)CS)=O (L-cysteine ethyl ester hydrochloride), C(Cl)Cl (Methylene chloride), Cl.C(C)OC([C@@H](N)CS)=O (L-cysteine ethyl ester hydrochloride). The solvent is C(C)O (ethanol). Reaction SMILES: [CH3:1][C@@:2]12[C:10](=O)[CH2:9][CH2:8][C@H:7]1[C@@H:6]1[CH2:12][CH:13]=[C:14]3[CH2:19][C@@H:18]([OH:20])[CH2:17][CH2:16][C@:15]3([CH3:21])[C@H:5]1[CH2:4][CH2:3]2.C([O-])(=O)C.[Na+].Cl.C(OC(=O)[C@H](CS)N)C.C(Cl)Cl>C(O)C>[OH:20][C@H:18]1[CH2:17][CH2:16][C@@:15]2([CH3:21])[C:14](=[CH:13][CH2:12][C@@H:6]3[C@@H:5]2[CH2:4][CH2:3][C@@:2]2([CH3:1])[C@H:7]3[CH2:8][CH2:9][CH2:10]2)[CH2:19]1 |f:1.2,3.4|. The product is O[C@@H]1CC2=CC[C@H]3[C@@H]4CCC[C@@]4(C)CC[C@@H]3[C@]2(CC1)C (3β-hydroxy-5-androstene). Procedure: Following the procedure described by Djerassi (C. Djerassi, N. Crossley and M. A. Kielczewski, J. Org. Chem. 27, 1112, 1962), dehydroepiandrosterone (2.88 g, 10 mmol) is dissolved in anhydrous ethanol, sodium acetate is added followed by L-cysteine ethyl ester hydrochloride (18 g, 100 mmol) and the mixture is heated overnight under an argon atmosphere. The reaction mixture is then evaported under vacuum. Methylene chloride is added to precipitate excess of L-cysteine ethyl ester hydrochloride . ... The reactants are S(O)(O)(=O)=O (sulfuric acid), FC(C1=CC(=NN1)O)(F)F (5-trifluoromethyl-3-hydroxypyrazole), 3- and 5-hydoxypyrazoles, FC(C(CC(=O)OCC)=O)(F)F (ethyl 4,4,4-trifluoroacetoacetate), CNN (methylhydrazine), OC1CC(NN1)=O (5-hydroxypyrazolidin-3-one), OC1NNC(C1)=O (3-hydroxypyrazolidin-5-one). The solvent is C(Cl)(Cl)Cl (chloroform), CCOCC (ether). Procedure: Another method of making 5-trifluoromethyl-3-hydroxypyrazole involves reacting the ethyl 4,4,4-trifluoroacetoacetate directly with the methylhydrazine in ether to form a mixture of the intermediates 5-hydroxypyrazolidin-3-one and 3-hydroxypyrazolidin-5-one and dehydration of these intermediates by the addition of sulfuric acid in chloroform to form a mixture of the 3- and 5-hydoxypyrazoles. The desired isomer can be separated as described above. Alternatively, 2,4,4 trifluoroacetoacetate can be ... As a reaction SMILES: [F:1]C(F)(F)C1NN=C(O)C=1.[F:11][C:12]([F:22])(F)[C:13](=O)[CH2:14][C:15](OCC)=[O:16].[CH3:23][NH:24][NH2:25].OC1NNC(=O)C1.S(=O)(=O)(O)O>CCOCC.C(Cl)(Cl)Cl>[CH3:23][N:24]1[C:13]([CH:12]([F:22])[F:11])=[C:14]([F:1])[C:15]([OH:16])=[N:25]1. The product is CN1N=C(C(=C1C(F)F)F)O (1-methyl-3-hydroxy-4-fluoro-5-difluoromethylpyrazole). The reactants are C(CCC)[Li] (n-butyllithium), COC=1C=CC2=C(OC3=C(N2C)C=CC(=C3)OC)C1COCOCCOC (3,7-dimethoxy-4-[[(2-methoxyethoxy)methoxy]methyl]-10-methyl-10H-dibenzo-[b,e][1,4]oxazine), ice, Cl (hydrochloric acid), C(=O)N1CCCCC1 (N-formylpiperidine). The solvent is O1CCCC1 (tetrahydrofuran), C(C)OCC (diethyl ether), C(C)OCC (diethyl ether). Conditions: time 1.5 hour. Yields the product COC=1C=CC2=C(OC3=C(N2C)C=CC(=C3COCOCCOC)OC)C1CO (3,7-dimethoxy-6-[[(2-methoxyethoxy)-methoxy]methyl]-10-methyl-10H-dibenzo[b,e][1,4]oxazine-4-methanol). The yield is 88.1%. As a reaction SMILES: C([Li])CCC.[CH3:6][O:7][C:8]1[CH:9]=[CH:10][C:11]2[N:16]([CH3:17])[C:15]3[CH:18]=[CH:19][C:20]([O:22][CH3:23])=[CH:21][C:14]=3[O:13][C:12]=2[C:24]=1[CH2:25][O:26][CH2:27][O:28][CH2:29][CH2:30][O:31][CH3:32].[CH:33](N1CCCCC1)=[O:34].Cl>O1CCCC1.C(OCC)C>[CH3:23][O:22][C:20]1[CH:19]=[CH:18][C:15]2[N:16]([CH3:17])[C:11]3[CH:10]=[CH:9][C:8]([O:7][CH3:6])=[C:24]([CH2:25][O:26][CH2:27][O:28][CH2:29][CH2:30][O:31][CH3:32])[C:12]=3[O:13][C:14]=2[C:21]=1[CH2:33][OH:34]. Procedure details: 8.9 ml of n-butyllithium solution were added under argon at -78° to a solution of 4.10 g (10.92 mmol) of 3,7-dimethoxy-4-[[(2-methoxyethoxy)methoxy]methyl]-10-methyl-10H-dibenzo-[b,e][1,4]oxazine in 10 ml of tetrahydrofuran and 40 ml of diethyl ether. The reaction mixture was brought slowly to 0° and stirred for 1.5 hours, whereupon the suspension was treated with 1.82 ml (1.5 eq.) of N-formylpiperidine, stirred at 0° for 30 minutes and poured into 100 g of ice, 100 ml of 0.1N hydrochloric acid ... The reactants are ClCCl, Cc1ccc(O)cc1S(=O)(=O)O, Cc1ccccc1, CCCCC1(N(C)C)CCC(=CCCc2c[nH]c3ccccc23)CC1. Yields the product CCCCC1(N(C)C)CCC2(CCCc3c2[nH]c2ccccc32)CC1. RXN SMILES: [Cl:45][CH2:46][Cl:47].[c:1]1([CH3:2])[c:3]([S:4]([OH:5])(=[O:6])=[O:7])[cH:8][c:9]([OH:10])[cH:11][cH:12]1.[c:38]1([CH3:39])[cH:40][cH:41][cH:42][cH:43][cH:44]1.[nH:13]1[cH:14][c:15]([CH2:22][CH2:23][CH:24]=[C:25]2[CH2:26][CH2:27][C:28]([N:31]([CH3:32])[CH3:33])([CH2:34][CH2:35][CH2:36][CH3:37])[CH2:29][CH2:30]2)[c:16]2[cH:17][cH:18][cH:19][cH:20][c:21]12>>[nH:13]1[c:14]2[c:15]([c:16]3[cH:17][cH:18][cH:19][cH:20][c:21]13)[CH2:22][CH2:23][CH2:24][C:25]21[CH2:26][CH2:27][C:28]([N:31]([CH3:32])[CH3:33])([CH2:34][CH2:35][CH2:36][CH3:37])[CH2:29][CH2:30]1.